describe an organic reaction: reactants, conditions, products, and yield From a dataset of the Open Reaction Database (ORD), a public repository of structured organic reaction records. The reactants are Br, CCN(C(C)C)C(C)C, Cc1ccc(S(=O)(=O)OCCC2Cc3ccccc3OC2(C)C)cc1, COC(=O)C1=CCCNC1, CN(C)C=O. Yields the product COC(=O)C1=CCCN(CCC2Cc3ccccc3OC2(C)C)C1. As a reaction SMILES: [BrH:1].[CH2:12]([N:13]([CH:14]([CH3:15])[CH3:16])[CH:17]([CH3:18])[CH3:19])[CH3:20].[CH3:21][C:22]1([CH3:45])[O:23][c:24]2[cH:25][cH:26][cH:27][cH:28][c:29]2[CH2:30][CH:31]1[CH2:32][CH2:33][O:34][S:35]([c:36]1[cH:37][cH:38][c:39]([CH3:40])[cH:41][cH:42]1)(=[O:43])=[O:44].[CH3:2][O:3][C:4](=[O:5])[C:6]1=[CH:11][CH2:10][CH2:9][NH:8][CH2:7]1.[CH3:46][N:47]([CH3:48])[CH:49]=[O:50]>>[CH3:2][O:3][C:4](=[O:5])[C:6]1=[CH:11][CH2:10][CH2:9][N:8]([CH2:33][CH2:32][CH:31]2[C:22]([CH3:21])([CH3:45])[O:23][c:24]3[cH:25][cH:26][cH:27][cH:28][c:29]3[CH2:30]2)[CH2:7]1. Reactants: CC#N, CC(C)c1ccc(O)cc1O, Cl, O. Product: CC(=O)c1cc(C(C)C)c(O)cc1O. RXN SMILES: [CH3:13][C:14]#[N:15].[CH:2]([CH3:3])([CH3:4])[c:5]1[c:6]([OH:12])[cH:7][c:8]([OH:11])[cH:9][cH:10]1.[ClH:1].[OH2:16]>>[CH:2]([CH3:3])([CH3:4])[c:5]1[c:6]([OH:12])[cH:7][c:8]([OH:11])[c:9]([C:14]([CH3:13])=[O:16])[cH:10]1. Starting materials: CO, COC(=O)c1ccccc1N(C)C, N, O. Product: CN(C)c1ccccc1C(N)=O. Reaction SMILES: [CH3:15][OH:16].[CH3:1][N:2]([c:3]1[c:4]([C:5](=[O:6])[O:7][CH3:8])[cH:9][cH:10][cH:11][cH:12]1)[CH3:13].[NH3:14].[OH2:17]>>[CH3:1][N:2]([c:3]1[c:4]([C:5](=[O:6])[NH2:14])[cH:9][cH:10][cH:11][cH:12]1)[CH3:13]. Reactants: Cc1sc(-c2cc(CO)cc(C(F)(F)F)c2)nc1COC1CCCCO1, C1CCC2=NCCCN2CC1, C1CCOC1, [N-]=[N+]=NP(=O)(c1ccccc1)c1ccccc1. Product: Cc1sc(-c2cc(CN=[N+]=[N-])cc(C(F)(F)F)c2)nc1COC1CCCCO1. Reaction SMILES: [CH3:1][c:2]1[c:3]([CH2:19][O:20][CH:21]2[O:22][CH2:23][CH2:24][CH2:25][CH2:26]2)[n:4][c:5](-[c:7]2[cH:8][c:9]([CH2:17][OH:18])[cH:10][c:11]([C:13]([F:14])([F:15])[F:16])[cH:12]2)[s:6]1.[N:27]12[CH2:28][CH2:29][CH2:30][N:31]=[C:32]1[CH2:33][CH2:34][CH2:35][CH2:36][CH2:37]2.[O:55]1[CH2:56][CH2:57][CH2:58][CH2:59]1.[c:38]1([P:39]([c:40]2[cH:41][cH:42][cH:43][cH:44][cH:45]2)(=[O:46])[N:52]=[N+:53]=[N-:54])[cH:47][cH:48][cH:49][cH:50][cH:51]1>>[CH3:1][c:2]1[c:3]([CH2:19][O:20][CH:21]2[O:22][CH2:23][CH2:24][CH2:25][CH2:26]2)[n:4][c:5](-[c:7]2[cH:8][c:9]([CH2:17][N:52]=[N+:53]=[N-:54])[cH:10][c:11]([C:13]([F:14])([F:15])[F:16])[cH:12]2)[s:6]1. Starting materials: CC(C)(C)c1ccc(CC#N)cc1, CN(C)C=O, CCCOC(=O)Cl, O=C(Cl)c1ccccc1C(F)(F)F, [H-], [Na+], O. Product: CCCOC(=O)OC(=C(C#N)c1ccc(C(C)(C)C)cc1)c1ccccc1C(F)(F)F. As a reaction SMILES: [C:1]([CH3:2])([CH3:3])([CH3:4])[c:5]1[cH:6][cH:7][c:8]([CH2:9][C:10]#[N:11])[cH:12][cH:13]1.[CH3:37][N:38]([CH3:39])[CH:40]=[O:41].[Cl:29][C:30](=[O:31])[O:32][CH2:33][CH2:34][CH3:35].[F:14][C:15]([c:16]1[c:17]([C:18](=[O:19])[Cl:20])[cH:21][cH:22][cH:23][cH:24]1)([F:25])[F:26].[H-:27].[Na+:28].[OH2:36]>>[C:1]([CH3:2])([CH3:3])([CH3:4])[c:5]1[cH:6][cH:7][c:8]([C:9]([C:10]#[N:11])=[C:18]([c:17]2[c:16]([C:15]([F:14])([F:25])[F:26])[cH:24][cH:23][cH:22][cH:21]2)[O:19][C:30](=[O:31])[O:32][CH2:33][CH2:34][CH3:35])[cH:12][cH:13]1. Starting materials: ClC1=CC=C(C(=O)O)C=C1 (4-chlorobenzoic acid), C1(=CC=CC=C1)C#C (phenylacetylene), PdCl2(CH3CN)2, C(=O)([O-])[O-].[Cs+].[Cs+] (Cs2CO3), O (water). Procedure: The general procedure described in Example 27 was used with 4-chlorobenzoic acid (79 mg, 0.50 mmol), phenylacetylene (0.072 mL, 0.65 mmol), PdCl2(CH3CN)2 (3.2 mg, 0.0125 mmol, 1.25 mol %), sodium 2′-(dicyclohexyl-phosphanyl)-2,6-diisopropyl-biphenyl-4-sulfonate (20.0 mg, 0.0375 mmol, 3.75 mol %), Cs2CO3 (650 mg, 2.00 mmol), water (1.0 mL), acetonitrile (1.5 mL), 12 h, 100° C. The product was isolated as a white solid (101 mg, 86%). Mp=114° C. (lit. 113-115° C.). 1H NMR (400 MHz, CDCl3) δ: 8.04 (... The yield is 85.5%. The product is COC(C1=CC=C(C=C1)C#CC1=CC=CC=C1)=O (methyl-4-(phenylethynyl)benzoate). RXN SMILES: Cl[C:2]1[CH:10]=[CH:9][C:5]([C:6]([OH:8])=[O:7])=[CH:4][CH:3]=1.[C:11]1([C:17]#[CH:18])[CH:16]=[CH:15][CH:14]=[CH:13][CH:12]=1.[C:19]([O-])([O-])=O.[Cs+].[Cs+].O>C1(P(C2CCCCC2)C2C=CC=CC=2C2C(C(C)C)=CC(S([O-])(=O)=O)=CC=2C(C)C)CCCCC1.[Na+].C(#N)C>[CH3:19][O:8][C:6](=[O:7])[C:5]1[CH:9]=[CH:10][C:2]([C:18]#[C:17][C:11]2[CH:16]=[CH:15][CH:14]=[CH:13][CH:12]=2)=[CH:3][CH:4]=1 |f:2.3.4,6.7|. The solvent is C(C)#N (acetonitrile). Reagents/catalysts: C1(CCCCC1)P(C1=C(C=CC=C1)C1=C(C=C(C=C1C(C)C)S(=O)(=O)[O-])C(C)C)C1CCCCC1.[Na+] (sodium 2′-(dicyclohexyl-phosphanyl)-2,6-diisopropyl-biphenyl-4-sulfonate). Starting materials: CC(=O)OC(C)=O, CCCCCC, Cc1ccccc1, CC[Zn]CC, O=CC1CC1, NO. The product is CCC(OC(C)=O)C1CC1. As a reaction SMILES: [CH3:13][C:14](=[O:15])[O:16][C:17](=[O:18])[CH3:19].[CH3:20][CH2:21][CH2:22][CH2:23][CH2:24][CH3:25].[CH3:26][c:27]1[cH:28][cH:29][cH:30][cH:31][cH:32]1.[CH3:8][CH2:9][Zn:10][CH2:11][CH3:12].[CH:3]1([CH:6]=[O:7])[CH2:4][CH2:5]1.[NH2:1][OH:2]>>[CH:3]1([CH:6]([O:7][C:14]([CH3:13])=[O:15])[CH2:11][CH3:12])[CH2:4][CH2:5]1.